Task: describe an organic reaction: reactants, conditions, products, and yield. Dataset: the Open Reaction Database (ORD), a public repository of structured organic reaction records Reactants: BrCC1(S[C@H]2N(C1C(=O)OCC(Cl)(Cl)Cl)C(C2NC(CC2=CC=CC=C2)=O)=O)C (2,2,2-trichloroethyl 2-bromomethyl-2-methyl-6-(2-phenylacetamido)penam-3-carboxylate), [N-]=[N+]=[N-].[Na+] (sodium azide), CC(=O)C (acetone). Solvent: O (water). Reaction conditions: time 4 hour. Product: N(=[N+]=[N-])C1(CS[C@H]2N(C1C(=O)OCC(Cl)(Cl)Cl)C(C2NC(CC2=CC=CC=C2)=O)=O)C (2,2,2-trichloroethyl 3-azido-3-methyl-7-(2-phenylacetamido)cepham-4-carboxylate). The yield is 16.9%. As a reaction SMILES: Br[CH2:2][C:3]1([CH3:29])[CH:7]([C:8]([O:10][CH2:11][C:12]([Cl:15])([Cl:14])[Cl:13])=[O:9])[N:6]2[C:16](=[O:28])[CH:17]([NH:18][C:19](=[O:27])[CH2:20][C:21]3[CH:26]=[CH:25][CH:24]=[CH:23][CH:22]=3)[C@H:5]2[S:4]1.[N-:30]=[N+:31]=[N-:32].[Na+].CC(C)=O>O>[N:30]([C:3]1([CH3:2])[CH:7]([C:8]([O:10][CH2:11][C:12]([Cl:15])([Cl:13])[Cl:14])=[O:9])[N:6]2[C:16](=[O:28])[CH:17]([NH:18][C:19](=[O:27])[CH2:20][C:21]3[CH:22]=[CH:23][CH:24]=[CH:25][CH:26]=3)[C@H:5]2[S:4][CH2:29]1)=[N+:31]=[N-:32] |f:1.2|. Reported procedure: A mixture of 2,2,2-trichloroethyl 2-bromomethyl-2-methyl-6-(2-phenylacetamido)penam-3-carboxylate (1.08 g), sodium azide (0.26 g), acetone (20 ml) and water (4 ml) was stirred for 4 hours at room temperature. After acetone was distilled off under reduced pressure, the residue was extracted with ethyl acetate. The ethyl acetate layer was washed with water, with saturated sodium bicarbonate aqueous solution and further with water and then dried over magnesium sulfate. The solvent was distilled off... Reactants: FC1=CC=C(C(=S)N)C=C1 (4-fluorothiobenzamide), BrC(C(CC(=O)OCC)=O)CC (ethyl 4-bromo-3-oxo-hexanoate). The product is C(C)C1=C(N=C(S1)C1=CC=C(C=C1)F)CC(=O)O (2-[5-ethyl-2-(4-fluorophenyl)-1,3-thiazol-4-yl]acetic acid), intermediate 4B. Reaction SMILES: [F:1][C:2]1[CH:10]=[CH:9][C:5]([C:6]([NH2:8])=[S:7])=[CH:4][CH:3]=1.Br[CH:12]([CH2:21][CH3:22])[C:13](=O)[CH2:14][C:15]([O:17]CC)=[O:16]>>[CH2:21]([C:12]1[S:7][C:6]([C:5]2[CH:9]=[CH:10][C:2]([F:1])=[CH:3][CH:4]=2)=[N:8][C:13]=1[CH2:14][C:15]([OH:17])=[O:16])[CH3:22]. Reported procedure: The title compound was prepared from 6.8 g of 4-fluorothiobenzamide and 7.42 g of ethyl 4-bromo-3-oxo-hexanoate as described in example 2B to give 2.9 grams of intermediate 4B as a solid: 1H NMR (CDCl3, 300 MHz) δ7.96 (dd, 2H, J=8.8, 5.3), 7.11 (t, 2H, J=8.6), 3.61 (s, 2H), 2.69 (q, 2H, J=7.5), 1.27 (t, 3H, J=7.5). Reactants: NC1=C(C=C(C=C1C(F)(F)F)\C=C(\C(=O)O)/OC)Cl ((Z)-3-(4-amino-3-chloro-5-trifluoromethyl-phenyl)-2-methoxy-acrylic acid), Br (hydrobromic acid). Solvent: O (water), C(C)(=O)O (acetic acid). Run at temperature 80 celsius, time 1.5 hour. Yields the product NC1=C(C=C(C=C1C(F)(F)F)\C=C(\C(=O)O)/O)Cl ((Z)-3-(4-amino-3-chloro-5-trifluoromethyl-phenyl)-2-hydroxy-acrylic acid). Reaction SMILES: [NH2:1][C:2]1[C:7]([C:8]([F:11])([F:10])[F:9])=[CH:6][C:5](/[CH:12]=[C:13](\[O:17]C)/[C:14]([OH:16])=[O:15])=[CH:4][C:3]=1[Cl:19].Br>C(O)(=O)C.O>[NH2:1][C:2]1[C:7]([C:8]([F:9])([F:10])[F:11])=[CH:6][C:5](/[CH:12]=[C:13](\[OH:17])/[C:14]([OH:16])=[O:15])=[CH:4][C:3]=1[Cl:19]. Procedure details: 10.00 kg (33.82 mol) (Z)-3-(4-amino-3-chloro-5-trifluoromethyl-phenyl)-2-methoxy-acrylic acid (C) were suspended in 20.0 L acetic acid and heated to 80° C., before 57.02 kg (338.25 mol) hydrobromic acid (48%) were added. Then the reaction mixture was stirred for 1.5 hours at 80° C., then diluted with 78.0 L water and the suspension was cooled to 22° C. The product was separated off, washed with 100.0 L water and dried. The reactants are NC1=NNC(=C1)C (3-Amino-5-methylpyrazole), CCOC(=O)C(C(=O)C)C(=O)OCC (diethyl acetomalonate). Run in C(C)(=O)O (acetic acid). Conditions: temperature 120 celsius, time 3 hour. The product is OC1=C(C(=NC=2N1N=C(C2)C)C)C(=O)OCC (ethyl 7-hydroxy-2,5-dimethylpyrazolo[1,5-a]pyrimidine-6-carboxylate). Isolated yield 94.6%. Reaction SMILES: [NH2:1][C:2]1[CH:6]=[C:5]([CH3:7])[NH:4][N:3]=1.[CH3:8][CH2:9][O:10][C:11]([CH:13]([C:17](OCC)=[O:18])[C:14]([CH3:16])=O)=[O:12]>C(O)(=O)C>[OH:18][C:17]1[N:3]2[N:4]=[C:5]([CH3:7])[CH:6]=[C:2]2[N:1]=[C:14]([CH3:16])[C:13]=1[C:11]([O:10][CH2:9][CH3:8])=[O:12]. Reported procedure: 3-Amino-5-methylpyrazole (970 mg) and diethyl acetomalonate (2.0 g) were dissolved in acetic acid (5 ml) and stirred for 3 hours at 120° C. The reaction mixture was cooled to room temperature and concentrated under reduced pressure, and ethanol was added to the residue which were then cooled to 0° C. Precipitated crystals were collected by filtration and washed with cold ethanol. The crystals were dried under reduced pressure to give ethyl 7-hydroxy-2,5-dimethylpyrazolo[1,5-a]pyrimidine-6-carbox... The reactants are OS(=O)(=O)[O-].[K+] (KHSO4), bissilylated compound, [SiH3]OC(CCCCCO[Si](C)(C)C(C)(C)C)=O (6-[(tert-butyldimethyl-silyl)oxy]-hexanoic acid silyl ester), C(=O)([O-])[O-].[K+].[K+] (K2CO3). Solvent: [Na+].[Cl-] (NaCl), CO (methanol), ThF, O (H2O). Conditions: time 1 hour. Product: [Si](C)(C)(C(C)(C)C)OCCCCCC(=O)O (6-[(tert-butyldimethylsilyl)oxy]-hexanoic acid). The yield is 90.0%. Reaction SMILES: [SiH3][O:2][C:3](=[O:17])[CH2:4][CH2:5][CH2:6][CH2:7][CH2:8][O:9][Si:10]([C:13]([CH3:16])([CH3:15])[CH3:14])([CH3:12])[CH3:11].C([O-])([O-])=O.[K+].[K+].OS([O-])(=O)=O.[K+]>CO.O.[Na+].[Cl-]>[Si:10]([O:9][CH2:8][CH2:7][CH2:6][CH2:5][CH2:4][C:3]([OH:17])=[O:2])([C:13]([CH3:16])([CH3:15])[CH3:14])([CH3:12])[CH3:11] |f:1.2.3,4.5,8.9|. Reported procedure: A solution of 3.25 g (9.02 mmol) of the bissilylated compound 6-[(tert-butyldimethyl-silyl)oxy]-hexanoic acid silyl ester in 130 ml of methanol and 44 ml of ThF is mixed with a solution of 4.4 g (31.8 mmol, 3.5 equivalents) of K2CO3 in 44 ml of H2O, and it is stirred for 1 hour at room temperature. Then, the volume of reaction solution is reduced to one-fourth in a vacuum. It is diluted with 130 ml of saturated NaCl solution and set at pH 4-5 with 1 M KHSO4 solution. It is extracted with diethyl... The reactants are C(C1CO1)OC1=C(C=C(C=C1Cl)CC=C)Cl (4-allyl-2,6-dichlorophenyl glycidyl ether), C(C)(=O)OO (peracetic acid). Run in C1(=CC=CC=C1)C (toluene), C1(=CC=CC=C1)C (toluene), C(C)(=O)[O-].[Na+] (sodium acetate). Conditions: time 2 hour. Yields the product C(C1CO1)OC1=C(C=C(C=C1Cl)CC1CO1)Cl (4-(2,3-Epoxypropyl)-2,6-dichlorophenyl glycidyl ether). Isolated yield 92.3%. RXN SMILES: [CH2:1]([O:5][C:6]1[C:11]([Cl:12])=[CH:10][C:9]([CH2:13][CH:14]=[CH2:15])=[CH:8][C:7]=1[Cl:16])[CH:2]1[O:4][CH2:3]1.C(OO)(=[O:19])C>C1(C)C=CC=CC=1.C([O-])(=O)C.[Na+]>[CH2:1]([O:5][C:6]1[C:7]([Cl:16])=[CH:8][C:9]([CH2:13][CH:14]2[O:19][CH2:15]2)=[CH:10][C:11]=1[Cl:12])[CH:2]1[O:4][CH2:3]1 |f:3.4|. Procedure details: A 100 ml sulfurating flask equipped with stirrer, cooler, thermometer and drip funnel is charged with 13.0 g (0.05 mole) of 4-allyl-2,6-dichlorophenyl glycidyl ether in 40 ml of toluene and 0.5 g of sodium acetate. Over 2 hours, 14.0 g (0.07 mole) of 10% peracetic acid are then added dropwise at 30°-50° C. After the dropwise addition, the reaction mixture is diluted with 300 ml of toluene, the resultant aqueous phase is separated and the organic phase is washed with two 150 ml portions of NaHCO3... RXN SMILES: [C:32](=[O:33])([O-:34])[O-:35].[CH3:1][N:2]([c:3]1[n:4][cH:5][c:6]2[c:7]([n:8]1)[s:9][c:10]([N:12]=[C:13]([S:14][CH3:15])[S:16][CH3:17])[n:11]2)[CH3:18].[ClH:19].[ClH:20].[Cs+:36].[Cs+:37].[NH2:21][CH2:22][C:23]1([OH:31])[CH2:24][N:25]2[CH2:26][CH2:27][CH:28]1[CH2:29][CH2:30]2.[O:39]=[CH:40][N:41]([CH3:42])[CH3:43].[OH2:38]>>[CH3:1][N:2]([c:3]1[n:4][cH:5][c:6]2[c:7]([n:8]1)[s:9][c:10]([NH:12][C:13]1=[N:21][CH2:22][C:23]3([CH2:24][N:25]4[CH2:26][CH2:27][CH:28]3[CH2:29][CH2:30]4)[O:31]1)[n:11]2)[CH3:18]. Starting materials: O=C([O-])[O-], CSC(=Nc1nc2cnc(N(C)C)nc2s1)SC, Cl, Cl, [Cs+], [Cs+], NCC1(O)CN2CCC1CC2, CN(C)C=O, O. The product is CN(C)c1ncc2nc(NC3=NCC4(CN5CCC4CC5)O3)sc2n1. Reactants: O (Water), solution, [OH-].[Na+] (sodium hydroxide), Cl (hydrochloric acid), C(C(C)C)OC1=C(C(=O)C=2C=CC(=C(OCC(=O)OCC)C2)OCC(C)C)C=CC(=C1)OCC(C)C (ethyl 2-[5-(2,4-diisobutoxybenzoyl)-2-isobutoxyphenoxy]acetate). The solvent is C(Cl)(Cl)Cl (chloroform), C(C)O (ethanol). Conditions: time 1 hour. Product: C(C(C)C)OC1=C(C(=O)C=2C=CC(=C(OCC(=O)O)C2)OCC(C)C)C=CC(=C1)OCC(C)C (2-[5-(2,4-diisobutoxybenzoyl)-2-isobutoxyphenoxy]acetic acid). The yield is 92.6%. RXN SMILES: [CH2:1]([O:5][C:6]1[CH:31]=[C:30]([O:32][CH2:33][CH:34]([CH3:36])[CH3:35])[CH:29]=[CH:28][C:7]=1[C:8]([C:10]1[CH:11]=[CH:12][C:13]([O:23][CH2:24][CH:25]([CH3:27])[CH3:26])=[C:14]([CH:22]=1)[O:15][CH2:16][C:17]([O:19]CC)=[O:18])=[O:9])[CH:2]([CH3:4])[CH3:3].[OH-].[Na+].O.Cl>C(O)C.C(Cl)(Cl)Cl>[CH2:1]([O:5][C:6]1[CH:31]=[C:30]([O:32][CH2:33][CH:34]([CH3:36])[CH3:35])[CH:29]=[CH:28][C:7]=1[C:8]([C:10]1[CH:11]=[CH:12][C:13]([O:23][CH2:24][CH:25]([CH3:27])[CH3:26])=[C:14]([CH:22]=1)[O:15][CH2:16][C:17]([OH:19])=[O:18])=[O:9])[CH:2]([CH3:4])[CH3:3] |f:1.2|. Reported procedure: In 10 ml of ethanol is dissolved 0.95 g of ethyl 2-[5-(2,4-diisobutoxybenzoyl)-2-isobutoxyphenoxy]acetate, to which is added 5.7 ml of 1 mol/L solution of sodium hydroxide. The mixture thus obtained is stirred at ambient temperature for one hour. Water and chloroform are added to the reaction mixture, pH is adjusted to 2 with 6 mol/L hydrochloric acid, and the organic layer is separated. The organic layer is washed with water and saturated aqueous solution of sodium chloride successively and dri...